This data is from the Open Reaction Database (ORD), a public repository of structured organic reaction records. The task is: describe an organic reaction: reactants, conditions, products, and yield Procedure details: Prepared analogously to Example 25d from 1-methyl-2-[2-(2-cyanothiophen-5-yl)ethyl]benzimidazol-5-yl-carboxylic acid-N-(2-pyridyl)-N-(2-ethoxycarbonylethyl)amide and ethanolic hydrochloric acid, ethanol, and ammonium carbonate. Yield: 53% of theory, C26H28N6O3S (504.6); Rf value: 0.22 (silica gel; dichloromethane/methanol=5:1); EKA mass spectrum: (M+H)+=505; (M+H+Na)++=264. The solvent is ClCCl.CO (dichloromethane methanol). Starting materials: N1=C(C=CC=C1)N(C(=O)C1=CC2=C(N(C(=N2)CCC2=CC=C(S2)C#N)C)C=C1)CCC(=O)OCC (1-methyl-2-[2-(2-cyanothiophen-5-yl)ethyl]benzimidazol-5-yl-carboxylic acid-N-(2-pyridyl)-N-(2-ethoxycarbonylethyl)amide), Cl (hydrochloric acid), C(C)O (ethanol), C([O-])([O-])=O.[NH4+].[NH4+] (ammonium carbonate), C26H28N6O3S. The product is Cl.N1=C(C=CC=C1)N(C(=O)C1=CC2=C(N(C(=N2)CCC2=CC=C(S2)C(N)=N)C)C=C1)CCC(=O)OCC (1-Methyl-2-[2-(2-amidinothiophen-5-yl)ethyl]benzimidazol-5-yl-carboxylic acid-N-(2-pyridyl)-N-(2-ethoxycarbonylethyl)amide hydrochloride). Yield: 53.0%. Reaction SMILES: [N:1]1[CH:6]=[CH:5][CH:4]=[CH:3][C:2]=1[N:7]([CH2:29][CH2:30][C:31]([O:33][CH2:34][CH3:35])=[O:32])[C:8]([C:10]1[CH:28]=[CH:27][C:13]2[N:14]([CH3:26])[C:15]([CH2:17][CH2:18][C:19]3[S:23][C:22]([C:24]#[N:25])=[CH:21][CH:20]=3)=[N:16][C:12]=2[CH:11]=1)=[O:9].[ClH:36].C(O)C.C(=O)([O-])[O-].[NH4+:44].[NH4+]>ClCCl.CO>[ClH:36].[N:1]1[CH:6]=[CH:5][CH:4]=[CH:3][C:2]=1[N:7]([CH2:29][CH2:30][C:31]([O:33][CH2:34][CH3:35])=[O:32])[C:8]([C:10]1[CH:28]=[CH:27][C:13]2[N:14]([CH3:26])[C:15]([CH2:17][CH2:18][C:19]3[S:23][C:22]([C:24](=[NH:44])[NH2:25])=[CH:21][CH:20]=3)=[N:16][C:12]=2[CH:11]=1)=[O:9] |f:3.4.5,6.7,8.9|.